From a dataset of the Open Reaction Database (ORD), a public repository of structured organic reaction records. describe an organic reaction: reactants, conditions, products, and yield Reactants: CC1(CC(=O)CC(N1)(C)C)C (triacetonamine), C([O-])([O-])=O.[K+].[K+] (potassium carbonate), C(#N)CC(=O)OCC (ethyl cyanoacetate), C(C)(=O)[O-].[NH4+] (ammonium acetate). The solvent is C1=CC=CC=C1 (benzene), C1=CC=CC=C1 (benzene). Product: CC1(NC(CC(C1)=C(C(=O)OCC)C#N)(C)C)C (Ethyl 2,2,6,6-tetramethyl-4-piperidinylidene-cyanoacetate). As a reaction SMILES: [CH3:1][C:2]1([CH3:11])[NH:8][C:7]([CH3:10])([CH3:9])[CH2:6][C:4](=O)[CH2:3]1.[C:12]([CH2:14][C:15]([O:17][CH2:18][CH3:19])=[O:16])#[N:13].C([O-])(=O)C.[NH4+].C(=O)([O-])[O-].[K+].[K+]>C1C=CC=CC=1>[CH3:1][C:2]1([CH3:11])[CH2:3][C:4](=[C:14]([C:12]#[N:13])[C:15]([O:17][CH2:18][CH3:19])=[O:16])[CH2:6][C:7]([CH3:10])([CH3:9])[NH:8]1 |f:2.3,4.5.6|. Procedure: 155 g (1 mol) of triacetonamine, 113 g of ethyl cyanoacetate, 300 ml of benzene and 31 g of ammonium acetate are kept under reflux for 1.5 hours under a water separator. The benzene phase is treated with 50% of potassium carbonate, the organic phase is dried over sodium sulphate and the benzene is then stripped off in vacuo. Ethyl 2,2,6,6-tetramethyl-4-piperidinylidene-cyanoacetate is obtained as an oily residue.